Task: describe an organic reaction: reactants, conditions, products, and yield. Dataset: the Open Reaction Database (ORD), a public repository of structured organic reaction records Reactants: CC(N(S(=O)(=O)C1=C(C=CC=C1)OCC)C1=CC(=CC(=C1)C)OCCNC1=C(N=NC=C1Cl)Cl)(P(=O)=O)C (N-(dimethyloxophosphinylmethyl)-N-{3-[2-(3,5-dichloropyridazin-4-ylamino)-ethoxy]-5-methyl-phenyl}-2-ethoxy-benzenesulfonamide), CC(N(S(=O)(=O)C1=C(C=CC=C1)OCC)C1=CC(=CC(=C1)C)OCCNC=1C(=C(N=NC1)Cl)Cl)(P(=O)=O)C (N-(dimethyloxophosphinyl-methyl)-N-{3-[2-(3,4-dichloropyridazin-5-ylamino)-ethoxy]-5-methyl-phenyl}-2-ethoxy- benzenesulfonamide). The product is CC(N(S(=O)(=O)C1=C(C=CC=C1)OCC)C1=CC(=CC(=C1)OCCNC1=CC=NC=C1)C)(P(=O)=O)C (N-(Dimethyloxophosphinyl-methyl)-N-{3-methyl-5-[2-(pyridin-4-ylamino)-ethoxyl]-phenyl}-2-ethoxy-benzene-sulfonamide). Reaction SMILES: [CH3:1][C:2]([CH3:38])([P:35](=[O:37])=[O:36])[N:3]([C:16]1[CH:21]=[C:20]([CH3:22])[CH:19]=[C:18]([O:23][CH2:24][CH2:25][NH:26][C:27]2[C:32](Cl)=[CH:31][N:30]=N[C:28]=2Cl)[CH:17]=1)[S:4]([C:7]1[CH:12]=[CH:11][CH:10]=[CH:9][C:8]=1[O:13][CH2:14][CH3:15])(=[O:6])=[O:5].[CH3:39]C(C)(P(=O)=O)N(C1C=C(C)C=C(OCCNC2C(Cl)=C(Cl)N=NC=2)C=1)S(C1C=CC=CC=1OCC)(=O)=O>>[CH3:1][C:2]([CH3:38])([P:35](=[O:37])=[O:36])[N:3]([C:16]1[CH:17]=[C:18]([O:23][CH2:24][CH2:25][NH:26][C:27]2[CH:32]=[CH:31][N:30]=[CH:39][CH:28]=2)[CH:19]=[C:20]([CH3:22])[CH:21]=1)[S:4]([C:7]1[CH:12]=[CH:11][CH:10]=[CH:9][C:8]=1[O:13][CH2:14][CH3:15])(=[O:6])=[O:5]. Procedure: was produced in a 54% yield analogously to example 5. Oil. MS (m/e)=518. For this 2-ethoxy-benzenesulfonyl chloride is used in step 5c) instead of 2-methoxy-benzenesulfonyl chloride and one obtained N-(3-cyanomethoxy-5-methyl-phenyl)-2-ethoxy-benzenesulfonamide in a 70% yield (Fp. 142° C.) which was reacted analogously to example 5d) to form N-(dimethyloxophosphinyl-methyl)-N-(3-cyanomethoxy-5-methyl-phenyl)-2-ethoxy-benzene-sulfonamide (46% yield, Fp. 139°-141° C.) and this was reacted analogou... The reactants are ClC1=CC=C2C(=C1)NC([C@@]21[C@H](N(C(C[C@H]1C1=CC(=CC=C1)Cl)=O)CCCCl)C(=C)C)=O.COC(C)[Si](C)(C)C ((2′R,3R,4′S)-6-chloro-4′-(3-chloro-phenyl)-1′-(3-chloro-propyl)-2′-isopropenyl-2,3-dihydro-2,6′-dioxospiro[indole-3,3′-piperidine] 1-methoxyethyl trimethylsilane), N1CCCCC1 (piperidine), FC(C(=O)O)(F)F (trifluoroacetic acid). Yields the product CCN(C(C)C)C(C)C (N,N′-diisopropylethylamine), ClC1=CC=C2C(=C1)NC(C21C(N(C(CC1C1=CC(=CC=C1)Cl)=O)CCCN1CCCCC1)C(=C)C)=O (racemic (2′R,3R,4′S)-6-chloro-4′-(3-chlorophenyl)-2′-isopropenyl-1′-(3-piperidin-1-yl-propyl)spiro[3H-indole-3,3′ piperidine]-2,6′(1H)-dione). The yield is 23.1%. As a reaction SMILES: [Cl:1][C:2]1[CH:7]=[C:6]2[NH:8][C:9](=[O:31])[C@:10]3([C@H:15]([C:16]4[CH:21]=[CH:20][CH:19]=[C:18]([Cl:22])[CH:17]=4)[CH2:14][C:13](=O)[N:12]([CH2:24][CH2:25][CH2:26]Cl)[C@@H:11]3[C:28]([CH3:30])=[CH2:29])[C:5]2=[CH:4][CH:3]=1.[CH3:32][O:33][CH:34]([Si](C)(C)C)[CH3:35].[NH:40]1[CH2:45][CH2:44][CH2:43][CH2:42][CH2:41]1.FC(F)(F)C(O)=O>>[CH3:25][CH2:24][N:12]([CH:11]([CH3:10])[CH3:28])[CH:13]([CH3:14])[CH3:32].[Cl:1][C:2]1[CH:7]=[C:6]2[NH:8][C:9](=[O:31])[C:10]3([CH:15]([C:16]4[CH:21]=[CH:20][CH:19]=[C:18]([Cl:22])[CH:17]=4)[CH2:35][C:34](=[O:33])[N:12]([CH2:24][CH2:25][CH2:26][N:40]4[CH2:45][CH2:44][CH2:43][CH2:42][CH2:41]4)[CH:11]3[C:28]([CH3:30])=[CH2:29])[C:5]2=[CH:4][CH:3]=1 |f:0.1|. Procedure details: In a manner similar to the method described in example 60b, (2′R,3R,4′S)-6-chloro-4′-(3-chloro-phenyl)-1′-(3-chloro-propyl)-2′-isopropenyl-2,3-dihydro-2,6′-dioxospiro[indole-3,3′-piperidine]-1-methoxyethyl trimethylsilane prepared in example 123a (0.12 g, 0.20 mmol) was reacted with piperidine (2 mL), trifluoroacetic acid (1 mL) and then N,N′-diisopropylethylamine (1.5 mL) to give racemic (2′R,3R,4′S)-6-chloro-4′-(3-chlorophenyl)-2′-isopropenyl-1′-(3-piperidin-1-yl-propyl)spiro[3H-indole-3,3′ pi... The reactants are IC1=CC=C(C=C1)\C(=C/CO)\C1=CC=C(C=C1)C=1SC(=CC1)C ((Z)-3-(4-iodophenyl)-3-[4-(5-methylthiophen-2-yl)phenyl]allyl alcohol), CC1=C(OCC(=O)O)C=CC(=C1)OC\C=C(/C1=CC=CC=C1)\C1=CC=C(C=C1)C#CCN1CCOCC1 ((E)-[2-Methyl-4-[3-[4-[3-(morpholin-4-yl)propynyl]phenyl]-3-phenylallyloxy]phenoxy]acetic Acid), C1(=CC=CC=C1)P(C1=CC=CC=C1)C1=CC=CC=C1 (triphenylphosphine), N(=NC(=O)OC(C)C)C(=O)OC(C)C (diisopropyl azodicarboxylate). Solvent: C1(=CC=CC=C1)C (toluene), O1CCCC1 (tetrahydrofuran), O1CCCC1 (tetrahydrofuran). Reaction conditions: temperature 0 celsius, time 8 hour. Product: IC1=CC=C(C=C1)\C(=C/COC1=CC(=C(OCC(=O)OC)C=C1)C)\C1=CC=C(C=C1)C=1SC(=CC1)C (methyl (Z)-[4-[3-(4-iodophenyl)-3-[4-(5-methylthiophen-2-yl)phenyl]-allyloxy]-2-methylphenoxy]acetate). Reaction SMILES: [I:1][C:2]1[CH:7]=[CH:6][C:5](/[C:8](/[C:12]2[CH:17]=[CH:16][C:15]([C:18]3[S:19][C:20]([CH3:23])=[CH:21][CH:22]=3)=[CH:14][CH:13]=2)=[CH:9]\[CH2:10][OH:11])=[CH:4][CH:3]=1.[CH3:24][C:25]1[CH:35]=[C:34](OC/C=C(/C2C=CC(C#CCN3CCOCC3)=CC=2)\C2C=CC=CC=2)[CH:33]=[CH:32][C:26]=1[O:27][CH2:28][C:29]([OH:31])=[O:30].[C:61]1(P(C2C=CC=CC=2)C2C=CC=CC=2)C=CC=CC=1.N(C(OC(C)C)=O)=NC(OC(C)C)=O>C1(C)C=CC=CC=1.O1CCCC1>[I:1][C:2]1[CH:7]=[CH:6][C:5](/[C:8](/[C:12]2[CH:17]=[CH:16][C:15]([C:18]3[S:19][C:20]([CH3:23])=[CH:21][CH:22]=3)=[CH:14][CH:13]=2)=[CH:9]\[CH2:10][O:11][C:34]2[CH:33]=[CH:32][C:26]([O:27][CH2:28][C:29]([O:31][CH3:61])=[O:30])=[C:25]([CH3:24])[CH:35]=2)=[CH:4][CH:3]=1. Reported procedure: The above allyl alcohol (0.65 g, 1.50 mmol), methyl (4-hydroxy-2-methylphenoxy)acetate (0.33 g, 1.68 mmol; example 2) and triphenylphosphine (0.48 g, 1.83 mmol) were dissolved in a mixture of anhydrous toluene (30 mL) and tetrahydrofuran (10 mL). The mixture was cooled to 0° C., kept under nitrogen and a degassed solution of diisopropyl azodicarboxylate (0.35 mL, 1.77 mmol) in anhydrous tetrahydrofuran (5 mL) was added dropwise during 10 min. The reaction mixture was allowed to warm up the ambie... Reactants: CS(=O)(=O)O, CO, N#Cc1ccc2c(CC(=O)O)c(O)ccc2c1. Yields the product COC(=O)Cc1c(O)ccc2cc(C#N)ccc12. Reaction SMILES: [CH3:18][S:19](=[O:20])(=[O:21])[OH:22].[CH3:23][OH:24].[OH:1][c:2]1[c:3]([CH2:14][C:15](=[O:16])[OH:17])[c:4]2[cH:5][cH:6][c:7]([C:12]#[N:13])[cH:8][c:9]2[cH:10][cH:11]1>>[OH:1][c:2]1[c:3]([CH2:14][C:15](=[O:16])[O:17][CH3:18])[c:4]2[cH:5][cH:6][c:7]([C:12]#[N:13])[cH:8][c:9]2[cH:10][cH:11]1. The reactants are Cl (HCl), N(O)=C1C2=C(C(C3=C(SC=C3)C1)=C)C=CC=C2 (9-Hydroximino-4-methylene-9,10-dihydro-4H-benzo[4,5]cyclohepta[1,2-b]thiophene), C(#N)[BH3-].[Na+] (sodium cyanoborohydride), CN(C)C=1C=CC(=CC1)N=NC=2C=CC(=CC2)S(=O)(=O)O (methyl orange). Run in CO (methanol), CO (methanol). Product: N(O)C1C2=C(C(C3=C(SC=C3)C1)=C)C=CC=C2 (9-hydroxamino-4-methylene-9,10-dihydro-4H-benzo[4,5]cyclohepta-[1,2-b]thiophene). As a reaction SMILES: [N:1](=[C:3]1[CH2:12][C:8]2[S:9][CH:10]=[CH:11][C:7]=2[C:6](=[CH2:13])[C:5]2[CH:14]=[CH:15][CH:16]=[CH:17][C:4]1=2)[OH:2].C([BH3-])#N.[Na+].CN(C1C=CC(N=NC2C=CC(S(O)(=O)=O)=CC=2)=CC=1)C.Cl>CO>[NH:1]([CH:3]1[CH2:12][C:8]2[S:9][CH:10]=[CH:11][C:7]=2[C:6](=[CH2:13])[C:5]2[CH:14]=[CH:15][CH:16]=[CH:17][C:4]1=2)[OH:2] |f:1.2|. Reported procedure: 9-Hydroximino-4-methylene-9,10-dihydro-4H-benzo[4,5]cyclohepta[1,2-b]thiophene (5.7 g), sodium cyanoborohydride (5.4 g) and methyl orange (0.05 g) are stirred in methanol (150 ml). A solution of concentrated HCl in methanol (1:1 v/v) is added dropwise at a rate sufficient to maintain the mixture at the indicator turning point until thin layer chromatography (silica gel plate, methylene chloride elution) indicates the starting oxime has been consumed (2-3 hours). The mixture is evaporated to dryn... Starting materials: [Pd](Cl)Cl.C(C)#N (acetonitrile palladium dichloride), C(=C)OCC(C)C (isobutyl vinyl ether). Product: [Pd](Cl)Cl.C(=C)OCC(C)C (Isobutyl vinyl ether palladium dichloride). Reaction SMILES: [Pd:1]([Cl:3])[Cl:2].C(#N)C.[CH:7]([O:9][CH2:10][CH:11]([CH3:13])[CH3:12])=[CH2:8]>>[Pd:1]([Cl:3])[Cl:2].[CH:7]([O:9][CH2:10][CH:11]([CH3:13])[CH3:12])=[CH2:8] |f:0.1,3.4|. Reported procedure: Isobutyl vinyl ether palladium dichloride is prepared analogously from acetonitrile palladium dichloride and isobutyl vinyl ether, melting point 57°-60° C. The reactants are CO, CC(C)(C)OC(=O)N1CC(N=[N+]=[N-])CCC1CCN1C(=O)COc2ccc(C#N)cc21. Product: CC(C)(C)OC(=O)N1CC(N)CCC1CCN1C(=O)COc2ccc(C#N)cc21. RXN SMILES: [CH3:32][OH:33].[N:1](=[N+:2]=[N-:3])[CH:4]1[CH2:5][CH2:6][CH:7]([CH2:17][CH2:18][N:19]2[C:20](=[O:31])[CH2:21][O:22][c:23]3[c:24]2[cH:25][c:26]([C:29]#[N:30])[cH:27][cH:28]3)[N:8]([C:10](=[O:11])[O:12][C:13]([CH3:14])([CH3:15])[CH3:16])[CH2:9]1>>[NH2:1][CH:4]1[CH2:5][CH2:6][CH:7]([CH2:17][CH2:18][N:19]2[C:20](=[O:31])[CH2:21][O:22][c:23]3[c:24]2[cH:25][c:26]([C:29]#[N:30])[cH:27][cH:28]3)[N:8]([C:10](=[O:11])[O:12][C:13]([CH3:14])([CH3:15])[CH3:16])[CH2:9]1.